This data is from the Open Reaction Database (ORD), a public repository of structured organic reaction records. The task is: describe an organic reaction: reactants, conditions, products, and yield The reactants are C1CCOC1, CC1C(=O)CCCC1=O, CCOC(C)=O, CCCCCCC, Fc1ccc(-c2cn(CCl)cn2)cc1, Cl, [I-], [Li+], O. Yields the product CC1(Cn2cnc(-c3ccc(F)cc3)c2)C(=O)CCCC1=O. RXN SMILES: [CH2:12]1[O:13][CH2:14][CH2:15][CH2:16]1.[CH3:1][CH:2]1[C:3](=[O:9])[CH2:4][CH2:5][CH2:6][C:7]1=[O:8].[CH3:32][CH2:33][O:34][C:35](=[O:36])[CH3:37].[CH3:38][CH2:39][CH2:40][CH2:41][CH2:42][CH2:43][CH3:44].[Cl:18][CH2:19][n:20]1[cH:21][n:22][c:23](-[c:25]2[cH:26][cH:27][c:28]([F:31])[cH:29][cH:30]2)[cH:24]1.[ClH:17].[I-:10].[Li+:11].[OH2:45]>>[CH3:1][C:2]1([CH2:19][n:20]2[cH:21][n:22][c:23](-[c:25]3[cH:26][cH:27][c:28]([F:31])[cH:29][cH:30]3)[cH:24]2)[C:3](=[O:9])[CH2:4][CH2:5][CH2:6][C:7]1=[O:8]. The reactants are C1CCOC1, C=CCOc1ccc([N+](=O)[O-])cc1OC(F)(F)F, CCO, [Cl-], [Fe], [NH4+], O. Product: C=CCOc1ccc(N)cc1OC(F)(F)F. RXN SMILES: [CH2:25]1[O:26][CH2:27][CH2:28][CH2:29]1.[CH2:3]([CH:4]=[CH2:5])[O:6][c:7]1[c:8]([O:16][C:17]([F:18])([F:19])[F:20])[cH:9][c:10]([N+:13]([O-:14])=[O:15])[cH:11][cH:12]1.[CH3:21][CH2:22][OH:23].[Cl-:1].[Fe:30].[NH4+:2].[OH2:24]>>[CH2:3]([CH:4]=[CH2:5])[O:6][c:7]1[c:8]([O:16][C:17]([F:18])([F:19])[F:20])[cH:9][c:10]([NH2:13])[cH:11][cH:12]1. Reactants: S(=O)(Cl)Cl (Thionyl chloride), Cl.NC(C(=O)O)CSC(C)(C)C (2-amino-3-tert-butylsulfanyl-propionic acid hydrochloride), CC(C)O (i-PrOH). The yield is 82.0%. Procedure details: Thionyl chloride (20 mL) was added to a solution of 14 (20.0 g, 93.6 mmol) in i-PrOH (160 mL) at 0° C. slowly. The reaction mixture was refluxed for 4 h, then cooled and concentrated. The residue was treated with ether (200 mL). The resulting ppt was collected by filtration, washed with ether, and air-dried to provide 16 as a white solid (19.7 g, 82%). 1H NMR (400 MHz, DMSO-d6) δ 8.78 (br s, 3H), 5.00 (m, 1H), 4.14 (t, 1H), 3.03 (m, 2H), 1.29 (s, 9H), 1.26 (d, 3H), 1.24 (d, 3H). Yields the product Cl.C(C)(C)OC(C(CSC(C)(C)C)N)=O (2-amino-3-tert-butylsulfanyl-propionic acid isopropyl ester hydrochloride). As a reaction SMILES: S(Cl)([Cl:3])=O.Cl.[NH2:6][CH:7]([CH2:11][S:12][C:13]([CH3:16])([CH3:15])[CH3:14])[C:8]([OH:10])=[O:9].[CH3:17][CH:18](O)[CH3:19]>>[ClH:3].[CH:18]([O:9][C:8](=[O:10])[CH:7]([NH2:6])[CH2:11][S:12][C:13]([CH3:16])([CH3:15])[CH3:14])([CH3:19])[CH3:17] |f:1.2,4.5|. Starting materials: C(CCC)NCCNCCCC (N,N'-di(n-butyl)ethylenediamine), C(=O)C=O (glyoxal), CO (methanol). Solvent: O1CCOCC1 (1,4-dioxane). The product is C(CCC)N1C(CN(CC1)CCCC)=O (1,4-di(n-butyl)piperazin-2-one), oil. The yield is 31.0%. RXN SMILES: [CH:1]([CH:3]=O)=[O:2].CO.[CH2:7]([NH:11][CH2:12][CH2:13][NH:14][CH2:15][CH2:16][CH2:17][CH3:18])[CH2:8][CH2:9][CH3:10]>O1CCOCC1>[CH2:15]([N:14]1[CH2:13][CH2:12][N:11]([CH2:7][CH2:8][CH2:9][CH3:10])[CH2:3][C:1]1=[O:2])[CH2:16][CH2:17][CH3:18]. Procedure details: To 10 g (69.0 mmoles) of 40 percent glyoxal and 200 ml of methanol is rapidly added 11.9 g (69.0 mmoles) of N,N'-di(n-butyl)ethylenediamine. The solution is rapidly brought to reflux and heating is maintained for 5 minutes. The dark brown solution is then allowed to cool to room temperature at which time fine white crystals precipitate from the brown oil. The oil is diluted with 100 ml of 1,4-dioxane and the solid is removed by filtration. The dioxane solution is concentrated under aspirator vac... The reactants are C(C)=O, O(C(=O)n1cnnn1)CC. Reagents/catalysts: c1ccc(cc1)-c2c3ccccc3cc4ccccc24 (9-Phenylanthracene), C1CCN2C[C@H]3C[C@@H]([C@H]2C1)CN4[C@H]3CCCC4Â  (sparteine). Run in C(CCl)Cl (DCE). Conditions: temperature 25 celsius, time 18 hour. The product is CCOC(=O)OC(C)n1cnnn1. RXN SMILES: [CH3:1][CH2:2][O:3][C:4]([n:6]1[n:10][n:9][n:8][cH:7]1)=[O:5].[CH3:11][CH:12]=[O:13]>>[CH3:11][CH2:12][O:13][C:2]([O:3][CH:4]([n:6]1[n:10][n:9][n:8][cH:7]1)[CH3:1])=[O:5]. Product: C=COCCONC(=O)c1cc2c(cc1Nc1ccc(I)cc1F)C(=O)NC2. RXN SMILES: [CH3:40][CH2:41][N:42]=[C:43]=[N:44][CH2:45][CH2:46][CH2:47][N:48]([CH3:49])[CH3:50].[CH:23](=[CH2:24])[O:25][CH2:26][CH2:27][O:28][NH2:29].[CH:52]([N:53]([CH2:54][CH3:55])[CH:56]([CH3:57])[CH3:58])([CH3:59])[CH3:60].[ClH:51].[F:1][c:2]1[c:3]([NH:9][c:10]2[c:11]([C:20](=[O:21])[OH:22])[cH:12][c:13]3[c:17]([cH:18]2)[C:16](=[O:19])[NH:15][CH2:14]3)[cH:4][cH:5][c:6]([I:8])[cH:7]1.[O:61]=[CH:62][N:63]([CH3:64])[CH3:65].[OH:30][n:31]1[c:32]2[c:33]([cH:34][cH:35][cH:36][cH:37]2)[n:38][n:39]1>>[F:1][c:2]1[c:3]([NH:9][c:10]2[c:11]([C:20](=[O:22])[NH:29][O:28][CH2:27][CH2:26][O:25][CH:23]=[CH2:24])[cH:12][c:13]3[c:17]([cH:18]2)[C:16](=[O:19])[NH:15][CH2:14]3)[cH:4][cH:5][c:6]([I:8])[cH:7]1. Starting materials: CCN=C=NCCCN(C)C, C=COCCON, CCN(C(C)C)C(C)C, Cl, O=C1NCc2cc(C(=O)O)c(Nc3ccc(I)cc3F)cc21, CN(C)C=O, On1nnc2ccccc21. The reactants are CCO, Cl, [NH4+], [OH-], O, CC(=O)Nc1ccc(S(=O)(=O)Nc2ccc3[nH]nc(-c4ccccc4)c3c2)cc1. Yields the product Nc1ccc(S(=O)(=O)Nc2ccc3[nH]nc(-c4ccccc4)c3c2)cc1. RXN SMILES: [CH3:34][CH2:35][OH:36].[ClH:1].[NH4+:32].[OH-:33].[OH2:31].[c:2]1(-[c:8]2[n:9][nH:10][c:11]3[cH:12][cH:13][c:14]([NH:17][S:18](=[O:19])(=[O:20])[c:21]4[cH:22][cH:23][c:24]([NH:27][C:28](=[O:29])[CH3:30])[cH:25][cH:26]4)[cH:15][c:16]23)[cH:3][cH:4][cH:5][cH:6][cH:7]1>>[c:2]1(-[c:8]2[n:9][nH:10][c:11]3[cH:12][cH:13][c:14]([NH:17][S:18](=[O:19])(=[O:20])[c:21]4[cH:22][cH:23][c:24]([NH2:27])[cH:25][cH:26]4)[cH:15][c:16]23)[cH:3][cH:4][cH:5][cH:6][cH:7]1. Starting materials: C(CCCCC)C=1SC(=NN1)C1=CC2=CC=C(C=C2C=C1)O (2-hexyl-5-(6-hydroxynaphthalene-2-yl)-1,3,4-thiadiazole), [OH-].[K+] (potassium hydroxide), C(CCCCC)I (hexyl iodide). Run in C(CCC)O (butanol), C(CCC)O (butanol). The product is C(CCCCC)C=1SC(=NN1)C1=CC2=CC=C(C=C2C=C1)OCCCCCC (2-hexyl-5-(6-hexyloxynaphthalene-2-yl)-1,3,4-thiadiazole). Isolated yield 35.5%. Reaction SMILES: [CH2:1]([C:7]1[S:8][C:9]([C:12]2[CH:21]=[CH:20][C:19]3[C:14](=[CH:15][CH:16]=[C:17]([OH:22])[CH:18]=3)[CH:13]=2)=[N:10][N:11]=1)[CH2:2][CH2:3][CH2:4][CH2:5][CH3:6].[OH-].[K+].[CH2:25](I)[CH2:26][CH2:27][CH2:28][CH2:29][CH3:30]>C(O)CCC>[CH2:1]([C:7]1[S:8][C:9]([C:12]2[CH:21]=[CH:20][C:19]3[C:14](=[CH:15][CH:16]=[C:17]([O:22][CH2:25][CH2:26][CH2:27][CH2:28][CH2:29][CH3:30])[CH:18]=3)[CH:13]=2)=[N:10][N:11]=1)[CH2:2][CH2:3][CH2:4][CH2:5][CH3:6] |f:1.2|. Procedure details: In a 50 ml-round-bottomed flask, 0.60 g (1.92 mM) of 2-hexyl-5-(6-hydroxynaphthalene-2-yl)-1,3,4-thiadiazole prepared in Step ii) of Example 24, 0.18 g (2.73 mM) of potassium hydroxide and 15 ml of butanol were placed and dissolved under heating. To the mixture, 0.53 g (2.50 mM) of hexyl iodide was added at about 100° C. under stirring, followed by refluxing for 6 hours under stirring. After the reaction, butanol was distilled off under reduced pressure, and water and ethyl acetate were added to...